Dataset: the Open Reaction Database (ORD), a public repository of structured organic reaction records. Task: describe an organic reaction: reactants, conditions, products, and yield Starting materials: C1(CC1)COC1=C(C=C(C=C1)C(F)F)C=1C2=C(N=CN1)C(=C(N2)C)C(=O)O (4-[2-(cyclopropylmethoxy)-5-(difluoromethyl)phenyl]-6-methyl-5H-pyrrolo[3,2-d]pyrimidine-7-carboxylic acid), NC1CCN(CC1)C(=O)OC(C)(C)C (tert-butyl 4-amino-piperidine-1-carboxylate). Yields the product C1(CC1)COC1=C(C=C(C=C1)C(F)F)C=1C2=C(N=CN1)C(=C(N2)C)C(=O)NC2CCN(CC2)C(=O)OC(C)(C)C (tert.-Butyl 4-[({4-[2-(cyclopropylmethoxy)-5-(difluoromethyl)phenyl]-6-methyl-5H-pyrrolo[3,2-d]pyrimidin-7-yl}carbonyl)amino]piperidine-1-carboxylate). RXN SMILES: [CH:1]1([CH2:4][O:5][C:6]2[CH:11]=[CH:10][C:9]([CH:12]([F:14])[F:13])=[CH:8][C:7]=2[C:15]2[C:16]3[NH:23][C:22]([CH3:24])=[C:21]([C:25]([OH:27])=O)[C:17]=3[N:18]=[CH:19][N:20]=2)[CH2:3][CH2:2]1.[NH2:28][CH:29]1[CH2:34][CH2:33][N:32]([C:35]([O:37][C:38]([CH3:41])([CH3:40])[CH3:39])=[O:36])[CH2:31][CH2:30]1>>[CH:1]1([CH2:4][O:5][C:6]2[CH:11]=[CH:10][C:9]([CH:12]([F:14])[F:13])=[CH:8][C:7]=2[C:15]2[C:16]3[NH:23][C:22]([CH3:24])=[C:21]([C:25]([NH:28][CH:29]4[CH2:30][CH2:31][N:32]([C:35]([O:37][C:38]([CH3:41])([CH3:40])[CH3:39])=[O:36])[CH2:33][CH2:34]4)=[O:27])[C:17]=3[N:18]=[CH:19][N:20]=2)[CH2:3][CH2:2]1. Procedure details: Starting from 4-[2-(cyclopropylmethoxy)-5-(difluoromethyl)phenyl]-6-methyl-5H-pyrrolo[3,2-d]pyrimidine-7-carboxylic acid (example D.g1) and commercially available tert-butyl 4-amino-piperidine-1-carboxylate the title compound is obtained as pale yellow foam. Reactants: ClC=1C=C(C=CC1)[C@H]1C[C@](C(N([C@@H]1C1=CC=C(C=C1)Cl)[C@H]([C@H](C)O)CC)=O)(C)CC(=O)O (2-((3R,5R,6S)-5-(3-chlorophenyl)-6-(4-chlorophenyl)-1-((2S,3S)-2-hydroxypentan-3-yl)-3-methyl-2-oxopiperidin-3-yl)acetic acid), [H-].[Na+] (sodium hydride), IC (iodomethane). Solvent: C1CCOC1 (THF). Conditions: temperature 0 celsius, time 20 minute. Yields the product ClC=1C=C(C=CC1)[C@H]1C[C@](C(N([C@@H]1C1=CC=C(C=C1)Cl)[C@H]([C@H](C)O)CC)=O)(C)CC(=O)OC (Methyl 2-((3R,5R,6S)-5-(3-chlorophenyl)-6-(4-chlorophenyl)-1-((2S,3S)-2-hydroxypentan-3-yl)-3-methyl-2-oxopiperidin-3-yl)acetate). Reaction SMILES: [Cl:1][C:2]1[CH:3]=[C:4]([C@@H:8]2[C@@H:13]([C:14]3[CH:19]=[CH:18][C:17]([Cl:20])=[CH:16][CH:15]=3)[N:12]([C@@H:21]([CH2:25][CH3:26])[C@@H:22]([OH:24])[CH3:23])[C:11](=[O:27])[C@:10]([CH2:29][C:30]([OH:32])=[O:31])([CH3:28])[CH2:9]2)[CH:5]=[CH:6][CH:7]=1.[H-].[Na+].I[CH3:36]>C1COCC1>[Cl:1][C:2]1[CH:3]=[C:4]([C@@H:8]2[C@@H:13]([C:14]3[CH:19]=[CH:18][C:17]([Cl:20])=[CH:16][CH:15]=3)[N:12]([C@@H:21]([CH2:25][CH3:26])[C@@H:22]([OH:24])[CH3:23])[C:11](=[O:27])[C@:10]([CH2:29][C:30]([O:32][CH3:36])=[O:31])([CH3:28])[CH2:9]2)[CH:5]=[CH:6][CH:7]=1 |f:1.2|. Procedure details: To a solution of 260 mg (0.543 mmol) of 2-((3R,5R,6S)-5-(3-chlorophenyl)-6-(4-chlorophenyl)-1-((2S,3S)-2-hydroxypentan-3-yl)-3-methyl-2-oxopiperidin-3-yl)acetic acid (Example 152) in 5 mL of THF was added 60% sodium hydride (217 mg, 5.43 mmol) at 0° C. After being stirred at 0° C. for 20 min, iodomethane (271 uL, 4.35 mmol) was added. The reaction was allowed to warm to ambient temperature, and stirred for an additional 3 h until completion. The reaction was quenched with saturated aqueous NH4Cl... Starting materials: NC1=NC2=NC(=CC=C2C=C1)Cl (2-amino-7-chloro-1,8-naphthyridine), CC1=C(C(=CC=C1)C)O (2,6-dimethylphenol), [OH-].[K+] (potassium hydroxide). The product is NC1=NC2=NC(=CC=C2C=C1)OC1=C(C=CC=C1C)C (2-amino-7-(2,6-dimethylphenoxy)-1,8 naphthyridine). Yield: 80.0%. Reaction SMILES: [NH2:1][C:2]1[CH:11]=[CH:10][C:9]2[C:4](=[N:5][C:6](Cl)=[CH:7][CH:8]=2)[N:3]=1.[CH3:13][C:14]1[CH:19]=[CH:18][CH:17]=[C:16]([CH3:20])[C:15]=1[OH:21].[OH-].[K+]>>[NH2:1][C:2]1[CH:11]=[CH:10][C:9]2[C:4](=[N:5][C:6]([O:21][C:15]3[C:16]([CH3:20])=[CH:17][CH:18]=[CH:19][C:14]=3[CH3:13])=[CH:7][CH:8]=2)[N:3]=1 |f:2.3|. Procedure: The procedure is similar to that described in Example 4, but starting with 2-amino-7-chloro-1,8-naphthyridine (17.95 g), 2,6-dimethylphenol (48.6 g) and potassium hydroxide pellets (13.2 g; 85% purity). After treatment with caustic soda and washing, the product produced (24.8 g; m.p. 204° C.) is purified by chromatography on a column 45 mm in diameter containing silica (360 g; 0.040-0.063 mm), eluting with pure methylene chloride and collecting 100-cc fractions. After concentration to dryness of... The reactants are NC1=C(C=CC=C1OC1=C(C=CC=C1)Cl)CC(=O)OCC (Ethyl 2-[2-amino-3-(2-chlorophenoxy)phenyl]acetate), ClN1C(CCC1=O)=O (N-chlorosuccinimide). Solvent: O1CCOCC1 (dioxane). The product is O=C1NC2=C(C=C(C=C2C1)Cl)OC1=C(C=CC=C1)Cl (2-oxo-5-chloro-7-(2-chlorophenoxy)indoline). As a reaction SMILES: [NH2:1][C:2]1[C:7]([O:8][C:9]2[CH:14]=[CH:13][CH:12]=[CH:11][C:10]=2[Cl:15])=[CH:6][CH:5]=[CH:4][C:3]=1[CH2:16][C:17]([O:19]CC)=O.[Cl:22]N1C(=O)CCC1=O>O1CCOCC1>[O:19]=[C:17]1[CH2:16][C:3]2[C:2](=[C:7]([O:8][C:9]3[CH:14]=[CH:13][CH:12]=[CH:11][C:10]=3[Cl:15])[CH:6]=[C:5]([Cl:22])[CH:4]=2)[NH:1]1. Procedure details: Ethyl 2-[2-amino-3-(2-chlorophenoxy)phenyl]acetate (1.50 g.), N-chlorosuccinimide (700 mg.) and dioxane (30 ml.) were treated in a similar manner to that of the Preparation 31 to give crystals of the captioned compound (0.50 g.), mp 196° to 198° C. Reactants: CN1CCN(CCC1)C(=S)S (4-methyl-1-homopiperazinedithiocarboxylic acid), [OH-].[Na+] (NaOH). Solvent: O (water). Yields the product O.CN1CCN(CCC1)C(=S)[S-].[Na+] (sodium 4-methyl-1-homopiperazinedithiocarboxylate monohydrate). Yield: 54.3%. As a reaction SMILES: [CH3:1][N:2]1[CH2:8][CH2:7][CH2:6][N:5]([C:9]([SH:11])=[S:10])[CH2:4][CH2:3]1.[OH-:12].[Na+:13]>O>[OH2:12].[CH3:1][N:2]1[CH2:8][CH2:7][CH2:6][N:5]([C:9]([S-:11])=[S:10])[CH2:4][CH2:3]1.[Na+:13] |f:1.2,4.5.6|. Procedure: 57.0 g (0.3 moles) of 4-methyl-1-homopiperazinedithiocarboxylic acid (FLA-57) was dissolved in 300 ml of water with 12.0 g (0.3 moles) of NaOH. The solution was evaporated. The residue was recrystallized from ethanol-isopropyl ether, 37.5 g of sodium 4-methyl-1-homopiperazinedithiocarboxylate monohydrate was obtained. Mp 123°-125° C. elemental analysis. C calculated 36.60%, found 36.5%, H calculated 6.56%, found 6.54%, N calculated 12.16%, found 12.1%, S calculated 27.84%, found 27.8%. Starting materials: CN(C=O)C (dimethylformamide), NC=1SC=2CCN(CCC2N1)CC=CC1=CC(=CC=C1)[N+](=O)[O-] (2-amino-6-(3-(3-nitro-phenyl)allyl)-4,5,7,8-tetrahydro-6H- thiazolo[5,4-d]azepine). Reagents/catalysts: [Ni] (Raney nickel). The product is NC=1SC=2CCN(CCC2N1)CC=CC1=C(C=CC=C1)N (2-Amino-6-(3-(2-amino-phenyl)allyl)-4,5,7,8-tetrahydro-6H-thiazolo[5,4-d]azepine). RXN SMILES: [NH2:1][C:2]1[S:3][C:4]2[CH2:5][CH2:6][N:7]([CH2:12][CH:13]=[CH:14][C:15]3[CH:20]=[CH:19][CH:18]=[C:17]([N+]([O-])=O)[CH:16]=3)[CH2:8][CH2:9][C:10]=2[N:11]=1.C[N:25](C)C=O>[Ni]>[NH2:1][C:2]1[S:3][C:4]2[CH2:5][CH2:6][N:7]([CH2:12][CH:13]=[CH:14][C:15]3[CH:20]=[CH:19][CH:18]=[CH:17][C:16]=3[NH2:25])[CH2:8][CH2:9][C:10]=2[N:11]=1. Reported procedure: Prepared by catalytic hydrogenation of 2-amino-6-(3-(3-nitro-phenyl)allyl)-4,5,7,8-tetrahydro-6H- thiazolo[5,4-d]azepine using Raney nickel in anhydrous dimethylformamide (4.5 hours at ambient temperature). After purification by column chromatography the base is dissolved in isopropanol. By the addition of ethereal hydrochloric acid, cooling, filtering and drying at 100° C./0.1 torr over phosphorus pentoxide the title compound is obtained. Yield: 37% of theory, Melting point: 160° C. (decomp.). Reactants: CS(=O)(=O)Cl, CCN(C(C)C)C(C)C, ClCCl, Cl, COc1ccc(CCN2C(=O)N(N)CC2c2ccc(C)c(C)c2)cc1. The product is COc1ccc(CCN2C(=O)N(NS(C)(=O)=O)CC2c2ccc(C)c(C)c2)cc1. Reaction SMILES: [CH3:36][S:37]([Cl:38])(=[O:39])=[O:40].[CH:27]([N:28]([CH2:29][CH3:30])[CH:31]([CH3:32])[CH3:33])([CH3:34])[CH3:35].[Cl:41][CH2:42][Cl:43].[ClH:1].[NH2:2][N:3]1[C:4](=[O:26])[N:5]([CH2:16][CH2:17][c:18]2[cH:19][cH:20][c:21]([O:24][CH3:25])[cH:22][cH:23]2)[CH:6]([c:8]2[cH:9][c:10]([CH3:15])[c:11]([CH3:14])[cH:12][cH:13]2)[CH2:7]1>>[NH:2]([N:3]1[C:4](=[O:26])[N:5]([CH2:16][CH2:17][c:18]2[cH:19][cH:20][c:21]([O:24][CH3:25])[cH:22][cH:23]2)[CH:6]([c:8]2[cH:9][c:10]([CH3:15])[c:11]([CH3:14])[cH:12][cH:13]2)[CH2:7]1)[S:37]([CH3:36])(=[O:39])=[O:40]. Starting materials: CC(=O)OC(C)=O, CC(=O)O, O=C1CCc2cccc(Cl)c2N1, O=[N+]([O-])O. Product: O=C1CCc2cc([N+](=O)[O-])cc(Cl)c2N1. RXN SMILES: [CH3:17][C:18]([O:19][C:20](=[O:21])[CH3:22])=[O:23].[CH3:24][C:25](=[O:26])[OH:27].[Cl:1][c:2]1[cH:3][cH:4][cH:5][c:6]2[c:11]1[NH:10][C:9](=[O:12])[CH2:8][CH2:7]2.[OH:13][N+:14]([O-:15])=[O:16]>>[Cl:1][c:2]1[cH:3][c:4]([N+:14](=[O:13])[O-:15])[cH:5][c:6]2[c:11]1[NH:10][C:9](=[O:12])[CH2:8][CH2:7]2. Reactants: C(=O)C1=CC=C(C=C1)OS(=O)(=O)C1=CC=C(C=C1)C (toluene-4-sulfonic acid 4-formyl-phenyl ester), C(CCC#C)C1=CC=CC=C1 (pent-4-ynyl-benzene). The solvent is CCCCCCC.C(Cl)Cl (heptane DCM). The product is C1(=CC=CC=C1)CCCC#CC1=CC=C(C=O)C=C1 (4-(5-Phenyl-pent-1-ynyl)-benzaldehyde). As a reaction SMILES: [CH:1]([C:3]1[CH:8]=[CH:7][C:6](OS(C2C=CC(C)=CC=2)(=O)=O)=[CH:5][CH:4]=1)=[O:2].[CH2:20]([C:25]1[CH:30]=[CH:29][CH:28]=[CH:27][CH:26]=1)[CH2:21][CH2:22][C:23]#[CH:24]>CCCCCCC.C(Cl)Cl>[C:25]1([CH2:20][CH2:21][CH2:22][C:23]#[C:24][C:6]2[CH:5]=[CH:4][C:3]([CH:1]=[O:2])=[CH:8][CH:7]=2)[CH:30]=[CH:29][CH:28]=[CH:27][CH:26]=1 |f:2.3|. Procedure details: This product was prepared from toluene-4-sulfonic acid 4-formyl-phenyl ester and pent-4-ynyl-benzene following the general procedure for the Sonogashira cross-coupling process described above. Chromatography eluent: heptane/DCM 1:1; yield (100 mg, 58%); 1H NMR δ (CDCl3): 9.98 (s, 1H), 8.02 (d, J=8.61 Hz, 2H), 7.81 (d, J=8.63 Hz, 2H), 7.57-7.47 (m, 4H), 2.79 (t, J=7.18 Hz, 2H), 2.48 (t, J=7.17 Hz, 2H), 1.93 (p, J=7.23 Hz, 2H); LCMS m/z: 248.